This data is from the Open Reaction Database (ORD), a public repository of structured organic reaction records. The task is: describe an organic reaction: reactants, conditions, products, and yield Starting materials: C(C)(=O)OCC=1C(=NC=CC1C1=CN(C(C(=C1)NC1=NN2C(C(OCC2)C)=C1)=O)C)N1C(C2=C(C=C(C=C2C=N1)C(C)(C)C)F)=O ((2-(6-tert-Butyl-8-fluoro-1-oxophthalazin-2(1H)-yl)-4-(1-methyl-5-(4-methyl-6,7-dihydro-4H-pyrazolo[5,1-c][1,4]oxazin-2-ylamino)-6-oxo-1,6-dihydropyridin-3-yl)pyridin-3-yl)methyl acetate), [OH-].[Li+] (lithium hydroxide), C(C)(C)O.C1CCOC1 (i-propanol THF). The solvent is O (water). Conditions: time 1 hour. Product: C(C)(C)(C)C=1C=C2C=NN(C(C2=C(C1)F)=O)C1=NC=CC(=C1CO)C1=CN(C(C(=C1)NC1=NN2C(C(OCC2)C)=C1)=O)C (6-tert-butyl-8-fluoro-2-[3-(hydroxymethyl)-4-[1-methyl-5-[(4-methyl-6,7-dihydro-4H-pyrazolo[5,1-c][1,4]oxazin-2-yl)amino]-6-oxo-3-pyridyl]-2-pyridyl]phthalazin-1-one). The yield is 15.1%. As a reaction SMILES: C([O:4][CH2:5][C:6]1[C:7]([N:31]2[N:40]=[CH:39][C:38]3[C:33](=[C:34]([F:45])[CH:35]=[C:36]([C:41]([CH3:44])([CH3:43])[CH3:42])[CH:37]=3)[C:32]2=[O:46])=[N:8][CH:9]=[CH:10][C:11]=1[C:12]1[CH:17]=[C:16]([NH:18][C:19]2[CH:28]=[C:22]3[CH:23]([CH3:27])[O:24][CH2:25][CH2:26][N:21]3[N:20]=2)[C:15](=[O:29])[N:14]([CH3:30])[CH:13]=1)(=O)C.[OH-].[Li+].C(O)(C)C.C1COCC1>O>[C:41]([C:36]1[CH:37]=[C:38]2[C:33](=[C:34]([F:45])[CH:35]=1)[C:32](=[O:46])[N:31]([C:7]1[C:6]([CH2:5][OH:4])=[C:11]([C:12]3[CH:17]=[C:16]([NH:18][C:19]4[CH:28]=[C:22]5[CH:23]([CH3:27])[O:24][CH2:25][CH2:26][N:21]5[N:20]=4)[C:15](=[O:29])[N:14]([CH3:30])[CH:13]=3)[CH:10]=[CH:9][N:8]=1)[N:40]=[CH:39]2)([CH3:42])([CH3:43])[CH3:44] |f:1.2,3.4|. Procedure details: A 25-mL round-bottomed flask equipped with a magnetic stirrer was charged with 150i (48 mg, 1.0 eq., 0.077 mmol), lithium hydroxide (9.2 mg, 5.0 eq., 0.38 mmol), i-propanol/THF (4/4 mL), and water (1 mL). The mixture was stirred at room temperature for 1 h and concentrated under reduced pressure. The residue was purified by reverse-phase prep-HPLC to afford 150 as a yellow solid (6.8 mg, 15%). MS-ESI: [M+H]+ 585.8. 1H NMR (500 MHz, CDCl3) δ 8.66 (d, J=4.5 Hz, 1H), 8.35 (d, J=2.0 Hz, 1H), 8.03 (d... Reactants: C(C)(C)(C)OC(=O)N1CCN(CC1)C1=C(C=C(C=C1)N1CCOCC1)OS(=O)(=O)C(F)(F)F (4-(4-morpholin-4-yl-2-trifluoromethanesulfonyloxyphenyl)piperazine-1-carboxylic acid t-butyl ester), COCCOC (1,2-dimethoxyethane), CC1(OB(OC1(C)C)C1=CCC2(CC2)CC1)C (4,4,5,5-tetramethyl-2-spiro[2.5]oct-5-en-6-yl-[1,3,2]dioxaborolane), P(=O)([O-])([O-])[O-].[K+].[K+].[K+] (tripotassium phosphate). The reagents and catalysts are C=1C=CC(=CC1)[P](C=2C=CC=CC2)(C=3C=CC=CC3)[Pd]([P](C=4C=CC=CC4)(C=5C=CC=CC5)C=6C=CC=CC6)([P](C=7C=CC=CC7)(C=8C=CC=CC8)C=9C=CC=CC9)[P](C=1C=CC=CC1)(C=1C=CC=CC1)C=1C=CC=CC1 (tetrakis(triphenylphosphine)palladium(0)). Run in O (water), C(C)(=O)OCC (ethyl acetate), [Cl-].[Na+].O (brine), C(C)(=O)OCC (Ethyl acetate). Reaction conditions: temperature 85 celsius, time 20 minute. The product is C(C)(C)(C)OC(=O)N1CCN(CC1)C1=C(C=C(C=C1)N1CCOCC1)C1=CCC2(CC2)CC1 (4-(4-Morpholin-4-yl-2-spiro[2.5]oct-5-en-6-ylphenyl)piperazine-1-carboxylic acid t-butyl ester). The yield is 90.1%. As a reaction SMILES: [C:1]([O:5][C:6]([N:8]1[CH2:13][CH2:12][N:11]([C:14]2[CH:19]=[CH:18][C:17]([N:20]3[CH2:25][CH2:24][O:23][CH2:22][CH2:21]3)=[CH:16][C:15]=2OS(C(F)(F)F)(=O)=O)[CH2:10][CH2:9]1)=[O:7])([CH3:4])([CH3:3])[CH3:2].COCCOC.CC1(C)C(C)(C)OB([C:48]2[CH2:55][CH2:54][C:51]3([CH2:53][CH2:52]3)[CH2:50][CH:49]=2)O1.P([O-])([O-])([O-])=O.[K+].[K+].[K+]>[Cl-].[Na+].O.C1C=CC([P]([Pd]([P](C2C=CC=CC=2)(C2C=CC=CC=2)C2C=CC=CC=2)([P](C2C=CC=CC=2)(C2C=CC=CC=2)C2C=CC=CC=2)[P](C2C=CC=CC=2)(C2C=CC=CC=2)C2C=CC=CC=2)(C2C=CC=CC=2)C2C=CC=CC=2)=CC=1.C(OCC)(=O)C.O>[C:1]([O:5][C:6]([N:8]1[CH2:9][CH2:10][N:11]([C:14]2[CH:19]=[CH:18][C:17]([N:20]3[CH2:21][CH2:22][O:23][CH2:24][CH2:25]3)=[CH:16][C:15]=2[C:48]2[CH2:55][CH2:54][C:51]3([CH2:53][CH2:52]3)[CH2:50][CH:49]=2)[CH2:12][CH2:13]1)=[O:7])([CH3:2])([CH3:4])[CH3:3] |f:3.4.5.6,7.8.9,^1:71,73,92,111|. Procedure: A mixture of 4-(4-morpholin-4-yl-2-trifluoromethanesulfonyloxyphenyl)piperazine-1-carboxylic acid t-butyl ester (1.49 g, 3.01 mmol), 1,2-dimethoxyethane (15 mL), water (1 mL), 4,4,5,5-tetramethyl-2-spiro[2.5]oct-5-en-6-yl-[1,3,2]dioxaborolane (1.13 g, 4.82 mmol) produced in Example (34b), tetrakis(triphenylphosphine)palladium(0) (278 mg, 0.241 mmol) and tripotassium phosphate (1.23 g, 5.78 mmol) was stirred for 13 hours and 20 minutes at an external temperature of 80-90° C. under a nitrogen atmo... The reactants are BrC1=C(C(=O)O)C=CC(=C1)C (2-bromo-4-methyl-benzoic acid), S(O)(O)(=O)=O (sulfuric acid), CO (methanol). Yields the product COC(C1=C(C=C(C=C1)C)Br)=O (2-Bromo-4-methyl-benzoic acid methyl ester), oil. The yield is 85.0%. Reaction SMILES: [Br:1][C:2]1[CH:10]=[C:9]([CH3:11])[CH:8]=[CH:7][C:3]=1[C:4]([OH:6])=[O:5].S(=O)(=O)(O)O.[CH3:17]O>>[CH3:17][O:5][C:4](=[O:6])[C:3]1[CH:7]=[CH:8][C:9]([CH3:11])=[CH:10][C:2]=1[Br:1]. Reported procedure: To a solution of 2-bromo-4-methyl-benzoic acid (5.50 g, 25.6 mmol) in methanol (250 mL) was added concentrated sulfuric acid (1 mL). The reaction mixture was heated to reflux overnight (approximately 16 hours), allowed to cool to room temperature and then concentrated to approximately ¼ volume under reduced pressure. The residue was then partitioned between water and ethyl acetate, the layers were separated and the aqueous layer was extracted with one additional portion of ethyl acetate. The com... Reactants: O (Water), [H-].[Na+] (sodium hydride), C(CC(=O)OCC)(=O)OCC (Diethyl malonate), ICCC(C(C(C(F)(F)F)(F)F)(F)F)(F)F (1-iodo-3,3,4,4,5,5,6,6,6-nonafluorohexane). The solvent is O1CCCC1 (tetrahydrofuran), O1CCCC1 (tetrahydrofuran). Reaction conditions: temperature 0 celsius, time 1 hour. Product: FC(CCC(C(=O)OCC)C(=O)OCC)(C(C(C(F)(F)F)(F)F)(F)F)F (diethyl 2-(3,3,4,4,5,5,6,6,6-nonafluorohexyl)malonate). Isolated yield 89.3%. RXN SMILES: [H-].[Na+].[C:3]([O:11][CH2:12][CH3:13])(=[O:10])[CH2:4][C:5]([O:7][CH2:8][CH3:9])=[O:6].I[CH2:15][CH2:16][C:17]([F:29])([F:28])[C:18]([F:27])([F:26])[C:19]([F:25])([F:24])[C:20]([F:23])([F:22])[F:21].O>O1CCCC1>[F:28][C:17]([F:29])([C:18]([F:26])([F:27])[C:19]([F:24])([F:25])[C:20]([F:21])([F:23])[F:22])[CH2:16][CH2:15][CH:4]([C:5]([O:7][CH2:8][CH3:9])=[O:6])[C:3]([O:11][CH2:12][CH3:13])=[O:10] |f:0.1|. Procedure details: Anhydrous tetrahydrofuran (200 ml) was added to 60% sodium hydride (2.78 g, 69.52 mmol) and the resulting mixture was cooled to 0° C. Diethyl malonate (12.18 ml, 80.22 mmol) was slowly added dropwise to this mixture, which was then stirred for 1 hour at room temperature. A solution of 1-iodo-3,3,4,4,5,5,6,6,6-nonafluorohexane (20.0 g, 53.48 mmol) in anhydrous tetrahydrofuran (50 ml) was then slowly added dropwise to the mixture, followed by stirring for 12 hours at room temperature. Water was ad... Starting materials: COC1CCC(N)c2ccsc21, O=C(Cl)Cl. Yields the product COC1CCC(N=C=O)c2ccsc21. As a reaction SMILES: [CH3:1][O:2][CH:3]1[CH2:4][CH2:5][CH:6]([NH2:12])[c:7]2[c:8]1[s:9][cH:10][cH:11]2.[Cl:13][C:14]([Cl:15])=[O:16]>>[CH3:1][O:2][CH:3]1[CH2:4][CH2:5][CH:6]([N:12]=[C:14]=[O:16])[c:7]2[c:8]1[s:9][cH:10][cH:11]2. Solvent: CC(=O)CC (ethyl methyl ketone), O (water). Run at time 8 hour. Procedure: A mixture of 10.0 g (63.7 mmol) 2-fluoro-4-nitrophenol, 17.6 g (127 mmol) potassium carbonate and 13.24 g (70.0 mmol) 3-fluorobenzyl bromide in 200 ml ethyl methyl ketone is hold overnight at 80° C. The reaction mixture is diluted with water and extracted with ethyl acetate. Crystallisation from diethyl ether/n-hexane gives 12.68 g (75%) of a slightly yellow solid. MS: m/e=265.1 (M+). Product: FC1=C(C=CC(=C1)[N+](=O)[O-])OCC1=CC(=CC=C1)F (2-Fluoro-1-(3-fluoro-benzyloxy)-4-nitro-benzene). Starting materials: FC1=C(C=CC(=C1)[N+](=O)[O-])O (2-fluoro-4-nitrophenol), C([O-])([O-])=O.[K+].[K+] (potassium carbonate), FC=1C=C(CBr)C=CC1 (3-fluorobenzyl bromide). As a reaction SMILES: [F:1][C:2]1[CH:7]=[C:6]([N+:8]([O-:10])=[O:9])[CH:5]=[CH:4][C:3]=1[OH:11].C(=O)([O-])[O-].[K+].[K+].[F:18][C:19]1[CH:20]=[C:21]([CH:24]=[CH:25][CH:26]=1)[CH2:22]Br>CC(CC)=O.O>[F:1][C:2]1[CH:7]=[C:6]([N+:8]([O-:10])=[O:9])[CH:5]=[CH:4][C:3]=1[O:11][CH2:22][C:21]1[CH:24]=[CH:25][CH:26]=[C:19]([F:18])[CH:20]=1 |f:1.2.3|.